Dataset: the Open Reaction Database (ORD), a public repository of structured organic reaction records. Task: describe an organic reaction: reactants, conditions, products, and yield Starting materials: C(=O)(C(F)(F)F)O (TFA), ClC1=C2C=CN=CC2=CC=C1OC1CCC2(OCCO2)CC1 (5-Chloro-6-(1,4-dioxa-spiro[4.5]dec-8-yloxy)-isoquinoline), C(=O)(C(F)(F)F)O (TFA), C(=O)(C(F)(F)F)O (TFA), C(=O)(C(F)(F)F)O (TFA). The solvent is ClCCl (dichloromethane), O (H2O), C(=O)(O)[O-].[Na+] (NaHCO3), C1CCOC1.O (THF H2O). Conditions: time 1 hour. The product is ClC1=C2C=CN=CC2=CC=C1OC1CCC(CC1)=O (4-(5-Chloro-isoquinolin-6-yloxy)-cyclohexanone). As a reaction SMILES: [Cl:1][C:2]1[C:11]([O:12][CH:13]2[CH2:22][CH2:21][C:16]3(OCC[O:17]3)[CH2:15][CH2:14]2)=[CH:10][CH:9]=[C:8]2[C:3]=1[CH:4]=[CH:5][N:6]=[CH:7]2.C(O)(C(F)(F)F)=O>C1COCC1.O.ClCCl.O.C([O-])(O)=O.[Na+]>[Cl:1][C:2]1[C:11]([O:12][CH:13]2[CH2:14][CH2:15][C:16](=[O:17])[CH2:21][CH2:22]2)=[CH:10][CH:9]=[C:8]2[C:3]=1[CH:4]=[CH:5][N:6]=[CH:7]2 |f:2.3,6.7|. Procedure details: 549 mg (1.72 mmol) 5-Chloro-6-(1,4-dioxa-spiro[4.5]dec-8-yloxy)-isoquinoline (78) were dissolved in 20 ml THF/H2O (3:1). 1 ml TFA was added and the mixture was stirred at room temperature. After 1 h, 2 ml TFA were added and the temperature was increased to 50° C. After 5 d at 50° C., 2 ml TFA were added. After one additional day, 2 ml TFA were added and the temperature was increased to 100° C. After 5 h, the reaction was allowed to cool down to room temperature and the mixture was diluted with d... The reactants are CCOC(C)=O, CCCCCC, Cc1ccc2c(c1C)OC(=O)C2c1ccc(C(C)C)cc1. Yields the product Cc1ccc(C(CO)c2ccc(C(C)C)cc2)c(O)c1C. As a reaction SMILES: [C:28]([O:29][CH2:30][CH3:31])(=[O:32])[CH3:33].[CH3:22][CH2:23][CH2:24][CH2:25][CH2:26][CH3:27].[CH:1]([CH3:2])([CH3:3])[c:4]1[cH:5][cH:6][c:7]([CH:10]2[C:11](=[O:21])[O:12][c:13]3[c:14]2[cH:15][cH:16][c:17]([CH3:20])[c:18]3[CH3:19])[cH:8][cH:9]1>>[CH:1]([CH3:2])([CH3:3])[c:4]1[cH:5][cH:6][c:7]([CH:10]([CH2:11][OH:21])[c:14]2[c:13]([OH:12])[c:18]([CH3:19])[c:17]([CH3:20])[cH:16][cH:15]2)[cH:8][cH:9]1. Starting materials: C(C1=CC=CC=C1)N1CC(CC1)(OC)CNCCC1=CC=CC=C1 (1-benzyl-3-benzylmethylaminomethyl-3-methoxypyrrolidine), Cl (hydrochloric acid). The reagents and catalysts are [Pd] (Pd). Solvent: CO (methanol). Yields the product COC1(CNCC1)CNC (3-Methoxy-3-methylaminomethylpyrrolidine). Reaction SMILES: C([N:8]1[CH2:12][CH2:11][C:10]([CH2:15][NH:16][CH2:17]CC2C=CC=CC=2)([O:13][CH3:14])[CH2:9]1)C1C=CC=CC=1.Cl>CO.[Pd]>[CH3:14][O:13][C:10]1([CH2:15][NH:16][CH3:17])[CH2:11][CH2:12][NH:8][CH2:9]1. Reported procedure: 8.4 g (20 mmol) of 80% strength 1-benzyl-3-benzylmethylaminomethyl-3-methoxypyrrolidine are dissolved in 100 ml of methanol, 4.4 ml of concentrated hydrochloric acid are added and the mixture is hydrogenated on 4 g of 10% strength Pd/active carbon at 80° C. and 120 bar. The catalyst is filtered off, the solution is concentrated, a solution of 3 g of KOH in 50 ml of methanol are added, KCL is filtered off and the solution is concentrated. The residue is taken up in CHCl3 again, the mixture is fil... The reactants are C(C=C)C1=CC=C(C=2CC=C(OC21)C2=NN=NN2)OCCC(C)C (5-[8-allyl-5-(3-methyl-n-butoxy)-4H-1-benzopyran-2-yl]tetrazole), C(C)O (ethanol). Reagents/catalysts: [Pd] (palladium on charcoal). The product is CC(CCOC1=CC=C(C2=C1C(C=C(O2)C2=NN=NN2)=O)CCC)C (5-[5-(3-methyl-n-butoxy)-8-n-propyl-4-oxo-4H-1-benzopyran-2-yl]tetrazole). Reaction SMILES: [CH2:1]([C:4]1[C:13]2[O:12][C:11]([C:14]3[NH:18][N:17]=[N:16][N:15]=3)=[CH:10][CH2:9][C:8]=2[C:7]([O:19][CH2:20][CH2:21][CH:22]([CH3:24])[CH3:23])=[CH:6][CH:5]=1)[CH:2]=[CH2:3].C([OH:27])C>[Pd]>[CH3:23][CH:22]([CH3:24])[CH2:21][CH2:20][O:19][C:7]1[C:8]2[C:9](=[O:27])[CH:10]=[C:11]([C:14]3[NH:15][N:16]=[N:17][N:18]=3)[O:12][C:13]=2[C:4]([CH2:1][CH2:2][CH3:3])=[CH:5][CH:6]=1. Procedure: A solution of 1.0 parts of 5-[8-allyl-5-(3-methyl-n-butoxy)-4H-1-benzopyran-2-yl]tetrazole in 19 parts of ethanol was hydrogenated overnight at room temperature and pressure using 0.02 parts of 5% palladium on charcoal as catalyst. The reaction mixture was filtered and the solvent removed by evaporation. Cystallisation of the residue from ethanol gave 0.52 parts of 5-[5-(3-methyl-n-butoxy)-8-n-propyl-4-oxo-4H-1-benzopyran-2-yl]tetrazole, m.p. 202°-204° C. The reactants are N[C@@H]1CC[C@H](CC1)NC(=O)C1=CNC2=C1N=CN=C2C2=C(C=CC(=C2)C)OCC2CC2 (trans-4-(2-cyclopropylmethoxy-5-methyl-phenyl)-5H-pyrrolo[3,2-d]pyrimidine-7-carboxylic acid (4-amino-cyclohexyl)-amide), C(C)(=O)Cl (acetyl chloride). Yields the product C(C)(=O)N[C@@H]1CC[C@H](CC1)NC(=O)C1=CNC2=C1N=CN=C2C2=C(C=CC(=C2)C)OCC2CC2 (trans-4-(2-Cyclopropylmethoxy-5-methyl-phenyl)-5H-pyrrolo[3,2-d]pyrimidine-7-carboxylic acid (4-acetylamino-cyclohexyl)-amide). As a reaction SMILES: [NH2:1][C@H:2]1[CH2:7][CH2:6][C@H:5]([NH:8][C:9]([C:11]2[C:15]3[N:16]=[CH:17][N:18]=[C:19]([C:20]4[CH:25]=[C:24]([CH3:26])[CH:23]=[CH:22][C:21]=4[O:27][CH2:28][CH:29]4[CH2:31][CH2:30]4)[C:14]=3[NH:13][CH:12]=2)=[O:10])[CH2:4][CH2:3]1.[C:32](Cl)(=[O:34])[CH3:33]>>[C:32]([NH:1][C@H:2]1[CH2:7][CH2:6][C@H:5]([NH:8][C:9]([C:11]2[C:15]3[N:16]=[CH:17][N:18]=[C:19]([C:20]4[CH:25]=[C:24]([CH3:26])[CH:23]=[CH:22][C:21]=4[O:27][CH2:28][CH:29]4[CH2:30][CH2:31]4)[C:14]=3[NH:13][CH:12]=2)=[O:10])[CH2:4][CH2:3]1)(=[O:34])[CH3:33]. Procedure details: Starting from trans-4-(2-cyclopropylmethoxy-5-methyl-phenyl)-5H-pyrrolo[3,2-d]pyrimidine-7-carboxylic acid (4-amino-cyclohexyl)-amide (example A170) and acetyl chloride the title compound is obtained as colorless solid. Reactants: Cl (hydrogen chloride), S(=O)(Cl)Cl (thionyl chloride), C[Si](O[Si](C(C)(C)C)(C)C)(C)C (pentamethyl-t-butyl-disiloxane), S(=O)(Cl)Cl (thionyl chloride). Reaction conditions: time 4 hour. Yields the product C(C)(C)(C)[Si](Cl)(C)C (t-butyldimethylchlorosilane), C[Si](Cl)(C)C (trimethylchlorosilane). Isolated yield 79.0%. RXN SMILES: S(Cl)([Cl:3])=O.[CH3:5][Si:6]([CH3:16])([CH3:15])O[Si:8]([CH3:14])([CH3:13])[C:9]([CH3:12])([CH3:11])[CH3:10].[ClH:17]>>[C:9]([Si:8]([CH3:14])([CH3:13])[Cl:17])([CH3:12])([CH3:11])[CH3:10].[CH3:5][Si:6]([CH3:16])([CH3:15])[Cl:3]. Reported procedure: The reaction system was stirred at room temperature while dropwise adding thionyl chloride through the dropping funnel. In this manner, pentamethyl-t-butyl-disiloxane was reacted with thionyl chloride while dropwise adding the latter and supplying hydrogen chloride gas to the reaction solution. After stirring the reaction solution over 4 hours, it was distilled at 125° C. to give 31.3 g (yield 83.2%) of t-butyldimethylchlorosilane and 21.4 g (yield 79.0%) of trimethylchlorosilane. There was not ...